From a dataset of the Open Reaction Database (ORD), a public repository of structured organic reaction records. describe an organic reaction: reactants, conditions, products, and yield Starting materials: ClC1=C(C(=NC2=C(C=CC=C12)Cl)C)C (4,8-dichloro-2,3-dimethylquinoline), O1CCOCC1 (dioxane), BrC=1C=CC(=C(C1)N)N1CCOCC1 (5-bromo-2-morpholinobenzenamine), Cl (hydrochloric acid). Solvent: CO (MeOH). Product: BrC=1C=CC(=C(C1)NC1=C(C(=NC2=C(C=CC=C12)Cl)C)C)N1CCOCC1 (N-(5-Bromo-2-morpholinophenyl)-8-chloro-2,3-dimethylquinolin-4-amine). As a reaction SMILES: Cl[C:2]1[C:11]2[C:6](=[C:7]([Cl:12])[CH:8]=[CH:9][CH:10]=2)[N:5]=[C:4]([CH3:13])[C:3]=1[CH3:14].[Br:15][C:16]1[CH:17]=[CH:18][C:19]([N:23]2[CH2:28][CH2:27][O:26][CH2:25][CH2:24]2)=[C:20]([NH2:22])[CH:21]=1.Cl.O1CCOCC1>CO>[Br:15][C:16]1[CH:17]=[CH:18][C:19]([N:23]2[CH2:24][CH2:25][O:26][CH2:27][CH2:28]2)=[C:20]([NH:22][C:2]2[C:11]3[C:6](=[C:7]([Cl:12])[CH:8]=[CH:9][CH:10]=3)[N:5]=[C:4]([CH3:13])[C:3]=2[CH3:14])[CH:21]=1. Reported procedure: Prepared according to Procedure K, Method 1 using 4,8-dichloro-2,3-dimethylquinoline (104 mg, 460 μmol), 5-bromo-2-morpholinobenzenamine (118 mg, 460 μmol) and 4N hydrochloric acid solution in dioxane (0.050 mL, 200 μmol) in MeOH (1.00 mL) to afford a colorless solid upon purification by chromatography on silica gel, eluting with a Et2O gradient in toluene. 1H NMR (400 MHz, chloroform-d) δ ppm 7.69 (1H, dd, J=7.4, 1.2 Hz), 7.55-7.63 (1H, m), 7.23-7.30 (1H, m), 6.92-6.98 (1H, m), 6.85-6.92 (1H, m... Reaction SMILES: [CH3:1][C:2]1[C:6]([C:7]2[CH:12]=[CH:11][CH:10]=[CH:9][CH:8]=2)=[C:5]([CH3:13])[N:4]([C:14]2[CH:19]=[CH:18][C:17]([CH2:20][CH2:21][NH:22][C:23](=O)[O:24]C3C=CC=CC=3)=[CH:16][CH:15]=2)[N:3]=1.[CH3:32][N:33]1[CH:37]=[C:36]([S:38]([NH2:41])(=[O:40])=[O:39])[N:35]=[C:34]1[CH3:42]>>[CH3:1][C:2]1[C:6]([C:7]2[CH:8]=[CH:9][CH:10]=[CH:11][CH:12]=2)=[C:5]([CH3:13])[N:4]([C:14]2[CH:15]=[CH:16][C:17]([CH2:20][CH2:21][NH:22][C:23]([NH:41][S:38]([C:36]3[N:35]=[C:34]([CH3:42])[N:33]([CH3:32])[CH:37]=3)(=[O:40])=[O:39])=[O:24])=[CH:18][CH:19]=2)[N:3]=1. Procedure: The title compound was prepared according to the procedure described in step 2 of Example 22 from phenyl 2-[4-(3,5-dimethyl-4-phenyl-1H-pyrazol-1-yl)phenyl]ethylcarbamate (step 1 of Example 22) and 1,2-dimethyl-1H-imidazole-4-sulfonamide: 1H-NMR (CDCl3) δ 7.50-7.27 (10H, m), 3.62 (3H, s), 3.46-3.41 (2H, m), 2.87-2.82 (2H, m), 2.37 (3H, s), 2.32 (3H, s), 2.27 (3H, s). The product is CC1=NN(C(=C1C1=CC=CC=C1)C)C1=CC=C(C=C1)CCNC(=O)NS(=O)(=O)C=1N=C(N(C1)C)C (N-[({2-[4-(3,5-dimethyl-4-phenyl-1H-pyrazol-1-yl)phenyl]ethyl}amino)carbonyl]-1,2-dimethyl-1H-imidazole-4-sulfonamide). Starting materials: CC1=NN(C(=C1C1=CC=CC=C1)C)C1=CC=C(C=C1)CCNC(OC1=CC=CC=C1)=O (Phenyl 2-[4-(3,5-dimethyl-4-phenyl-1H-pyrazol-1-yl)phenyl]ethylcarbamate), CN1C(=NC(=C1)S(=O)(=O)N)C (1,2-dimethyl-1H-imidazole-4-sulfonamide).